From a dataset of the Open Reaction Database (ORD), a public repository of structured organic reaction records. describe an organic reaction: reactants, conditions, products, and yield The reactants are O=O (O2), ON1C(CCC1=O)=O (N-hydroxysuccinimide), C(=O)=O (CO2), C1=CCCCCCC1 (cyclooctene), Hastelloy. The reagents and catalysts are O.O.O.O.C(C)(=O)[O-].[Co+2].C(C)(=O)[O-] (cobalt acetate tetrahydrate). Solvent: C(C)(=O)O (acetic acid). Run at temperature 40 celsius, time 6 hour. The product is C12C(CCCCCC1)O2 (cyclooctene oxide). RXN SMILES: ON1[C:6](=[O:7])[CH2:5][CH2:4][C:3]1=O.[CH:9]1[CH2:16]CCCC[CH2:11][CH:10]=1.C(=O)=O.O=O>C(O)(=O)C.O.O.O.O.C([O-])(=O)C.[Co+2].C([O-])(=O)C>[CH:11]12[O:7][CH:6]1[CH2:5][CH2:4][CH2:3][CH2:16][CH2:9][CH2:10]2 |f:5.6.7.8.9.10.11|. Procedure details: This reaction was performed with a solution of 0.1191 g (1.03 mmol) of N-hydroxysuccinimide, 2.0868 g (18.9 mmol) of cyclooctene and 0.1330 g (0.53 mmol) of cobalt acetate tetrahydrate in 40 ml of acetic acid was heated to 40° C. in a Parr Hastelloy reactor with temperature and pressure transducer. After the temperature reached 40° C., 745 psi of CO2 was introduced into the reactor, then 120 psi of O2 was added slowly to the reactor. The mixture was stirred under pressure for six hours at 40° C.... The reactants are C1(CC1)C(O)(C1=CC=CC=C1)C1=CC=CC=C1 (Cyclopropyldiphenylmethanol), Cl (HCl). Run in CC(C)O (i-PrOH), CCOCC (Et2O). Reaction conditions: temperature 60 celsius. The product is ClCCC=C(C1=CC=CC=C1)C1=CC=CC=C1 (4-Chloro-1,1-diphenyl-1-butene). The yield is 93.0%. RXN SMILES: [CH:1]1([C:4]([C:12]2[CH:17]=[CH:16][CH:15]=[CH:14][CH:13]=2)([C:6]2[CH:11]=[CH:10][CH:9]=[CH:8][CH:7]=2)O)[CH2:3][CH2:2]1.[ClH:18]>CC(O)C.CCOCC>[Cl:18][CH2:3][CH2:2][CH:1]=[C:4]([C:12]1[CH:17]=[CH:16][CH:15]=[CH:14][CH:13]=1)[C:6]1[CH:11]=[CH:10][CH:9]=[CH:8][CH:7]=1. Reported procedure: Cyclopropyldiphenylmethanol (500 mg, 2.23 mmol) was dissolved in 1M HCl in i-PrOH (4.0 mL). The reaction mixture was then heated at 60° C. for 1 h. The reaction was cooled 20° C. and diluted with Et2O (100 mL). The organic solution was successively washed with H2O, NaHCO3 saturated aqueous solution and brine. It was then dried over MgSO4, filtered, concentrated in vacuo and chromatographed on a silica gel column by elution with Hexanes to give 4-Chloro-1,1-diphenyl-1-butene (506 mg, 93%) as a co... The reactants are OC(CN1C(C2=C(CCC1)NC(=C2C)C=O)=O)CN2CCOCC2.FC=2C=C1/C(/C(NC1=CC2)=O)=C/C2=C(C=1C(N(CCCC1N2)C[C@@H](CN2CCOCC2)O)=O)C ((R,Z)-2-(5-Fluoro-2-oxo-1,2-dihydro-indol-3-ylidenemethyl)-5-(2-hydroxy-3-morpholin-4-yl-propyl)-3-methyl-5,6,7,8-tetrahydro-1H-pyrrolo[3,2-c]azepin-4-one 5-(2-Hydroxy-3-morpholin-4-yl-propyl)-3-methyl-4-oxo-1,4,5,6,7,8-hexahydro-pyrrolo[3,2-c]azepine-2-carbaldehyde), FC1=C(C=CC=C1F)C1=C2CC(NC2=CC=C1F)=O (4-(2,3-difluoro-phenyl)-5-fluoro-1,3-dihydro-indol-2-one), N1CCCCC1 (piperidine). Run in C(C)O (ethanol). The product is FC1=C(C=CC=C1F)C1=C2/C(/C(NC2=CC=C1F)=O)=C/C1=C(C=2C(N(CCCC2N1)C[C@@H](CN1CCOCC1)O)=O)C (2-((Z)-(4-(2,3-difluorophenyl)-5-fluoro-2-oxoindolin-3-ylidene)methyl)-5-((R)-2-hydroxy-3-morpholinopropyl)-3-methyl-5,6,7,8-tetrahydropyrrolo[3,2-c]azepin-4(1H)-one). Isolated yield 74.9%. As a reaction SMILES: OC(CN1CCOCC1)CN1CCCC2NC(C=O)=C(C)C=2C1=O.[F:25][C:26]1[CH:27]=[C:28]2[C:32](=[CH:33][CH:34]=1)[NH:31][C:30](=[O:35])/[C:29]/2=[CH:36]\[C:37]1[NH:46][C:45]2[CH2:44][CH2:43][CH2:42][N:41]([CH2:47][C@H:48]([OH:56])[CH2:49][N:50]3[CH2:55][CH2:54][O:53][CH2:52][CH2:51]3)[C:40](=[O:57])[C:39]=2[C:38]=1[CH3:58].[F:59][C:60]1[C:65]([F:66])=[CH:64][CH:63]=[CH:62][C:61]=1C1C(F)=CC=C2C=1CC(=O)N2.N1CCCCC1>C(O)C>[F:59][C:60]1[C:65]([F:66])=[CH:64][CH:63]=[CH:62][C:61]=1[C:27]1[C:26]([F:25])=[CH:34][CH:33]=[C:32]2[C:28]=1/[C:29](=[CH:36]/[C:37]1[NH:46][C:45]3[CH2:44][CH2:43][CH2:42][N:41]([CH2:47][C@H:48]([OH:56])[CH2:49][N:50]4[CH2:51][CH2:52][O:53][CH2:54][CH2:55]4)[C:40](=[O:57])[C:39]=3[C:38]=1[CH3:58])/[C:30](=[O:35])[NH:31]2 |f:0.1|. Reported procedure: 5-(2-Hydroxy-3-morpholin-4-yl-propyl)-3-methyl-4-oxo-1,4,5,6,7,8-hexahydro-pyrrolo[3,2-c]azepine-2-carbaldehyde 53f (84 mg, 0.25 mmol) and 4-(2,3-difluoro-phenyl)-5-fluoro-1,3-dihydro-indol-2-one 74 g (60 mg, 0.23 mmol) were dissolved in 2 ml of ethanol, and added with 35 μl of piperidine to the solution at room temperature. Upon completion of the addition, the mixture was heated to reflux for 2 hours. After thin lay chromatography showed the disappearance of starting materials, the reaction mix... Reactants: CC1=C(C(=CC(=C1)OC)C)C(=O)C1=CC(=C(C=C1)OC)C(C)C ((2,6-dimethyl-4-methoxyphenyl)-(3-isopropyl-4-methoxyphenyl) methanone), [Cl-].[Ce+3].[Cl-].[Cl-] (cerium chloride), [NH4+].[Cl-] (NH4Cl), resultant suspension, C[Li] (methyllithium). The solvent is O1CCCC1 (tetrahydrofuran). Reaction conditions: time 2 hour. Product: CC1=C(C(=CC(=C1)OC)C)C(C)(O)C1=CC(=C(C=C1)OC)C(C)C (1-(2,6-dimethyl-4-methoxyphenyl)-1-(3-isopropyl-4-methoxyphenyl) ethanol). Yield: 43.0%. Reaction SMILES: [Cl-].[Ce+3].[Cl-].[Cl-].[CH3:5][Li].[CH3:7][C:8]1[CH:13]=[C:12]([O:14][CH3:15])[CH:11]=[C:10]([CH3:16])[C:9]=1[C:17]([C:19]1[CH:24]=[CH:23][C:22]([O:25][CH3:26])=[C:21]([CH:27]([CH3:29])[CH3:28])[CH:20]=1)=[O:18].[NH4+].[Cl-]>O1CCCC1>[CH3:7][C:8]1[CH:13]=[C:12]([O:14][CH3:15])[CH:11]=[C:10]([CH3:16])[C:9]=1[C:17]([C:19]1[CH:24]=[CH:23][C:22]([O:25][CH3:26])=[C:21]([CH:27]([CH3:29])[CH3:28])[CH:20]=1)([OH:18])[CH3:5] |f:0.1.2.3,6.7|. Procedure: To anhydrous cerium chloride (1.185 g, 4.80 mmol) dry tetrahydrofuran (15 mL) was added with stirring under argon and stirring was continued for 2 hours at room temperature. The resultant suspension was then cooled at -78° C., and 3.43 mL of methyllithium (1.4M in diethylether) was added with stirring, whereupon the color of the suspension turned from white to yellow. After maintaining the same temperature for 30 minutes, (2,6-dimethyl-4-methoxyphenyl)-(3-isopropyl-4-methoxyphenyl) methanone (10... The reactants are FC1=CC=C(C=C1)C(N1CCN(CC1)C(CN1C(C(NCC1)C1=CC=CC=C1)=O)=O)C1=CC=C(C=C1)F (1-(2-{4-[bis(4-fluorophenyl)methyl]piperazin-1-yl}-2-oxoethyl)-3-phenylpiperazin-2-one), C=O (formaldehyde), C(#N)[BH3-].[Na+] (sodium cyanoborohydride). Reagents/catalysts: C(C)(=O)O (acetic acid). Run in CO (methanol), C(Cl)Cl (methylene chloride). Conditions: time 8 hour. Product: FC1=CC=C(C=C1)C(N1CCN(CC1)C(CN1C(C(N(CC1)C)C1=CC=CC=C1)=O)=O)C1=CC=C(C=C1)F (1-(2-{4-[bis(4-fluorophenyl)methyl]piperazin-1-yl}-2-oxoethyl)-4-methyl-3-phenylpiperazin-2-one). Reaction SMILES: [F:1][C:2]1[CH:7]=[CH:6][C:5]([CH:8]([C:31]2[CH:36]=[CH:35][C:34]([F:37])=[CH:33][CH:32]=2)[N:9]2[CH2:14][CH2:13][N:12]([C:15](=[O:30])[CH2:16][N:17]3[CH2:22][CH2:21][NH:20][CH:19]([C:23]4[CH:28]=[CH:27][CH:26]=[CH:25][CH:24]=4)[C:18]3=[O:29])[CH2:11][CH2:10]2)=[CH:4][CH:3]=1.C=O.[C:40]([BH3-])#N.[Na+]>CO.C(O)(=O)C.C(Cl)Cl>[F:1][C:2]1[CH:7]=[CH:6][C:5]([CH:8]([C:31]2[CH:36]=[CH:35][C:34]([F:37])=[CH:33][CH:32]=2)[N:9]2[CH2:10][CH2:11][N:12]([C:15](=[O:30])[CH2:16][N:17]3[CH2:22][CH2:21][N:20]([CH3:40])[CH:19]([C:23]4[CH:28]=[CH:27][CH:26]=[CH:25][CH:24]=4)[C:18]3=[O:29])[CH2:13][CH2:14]2)=[CH:4][CH:3]=1 |f:2.3|. Procedure: To a solution of 1-(2-{4-[bis(4-fluorophenyl)methyl]piperazin-1-yl}-2-oxoethyl)-3-phenylpiperazin-2-one (Example 103B, 0.1 g, 0.2 mmol) in methanol was added 30% aqueous formaldehyde solution (0.06 mL, 0.3 mmol) and sodium cyanoborohydride (0.02 g, 0.3 mmol). A few drops of acetic acid were added, and the reaction was stirred at ambient temperature overnight. The reaction mixture was diluted with methylene chloride and washed with aqueous bicarbonate solution. The organic layer was separated, dr... Starting materials: O (water), [BH4-].[Na+] (Sodium borohydride), ice, BrCC(=O)C1=CC=C(S1)C(=O)OC (methyl 5-(bromoacetyl)thiophene-2-carboxylate), COC1=CC=C(C=C1)CC(C)NCC1=CC=CC=C1 ([2-(4-methoxyphenyl)-1-methylethyl](phenylmethyl)amine). The solvent is CO (methanol). The product is OC(CN(CC1=CC=CC=C1)C(CC1=CC=C(C=C1)OC)C)C1=CC=C(S1)C(=O)OC (Methyl 5-[1-hydroxy-2-[[2-(4-methoxyphenyl)-1-methylethyl](phenylmethyl)amino]ethyl]thiophene-2-carboxylate), solid. Reaction SMILES: [BH4-].[Na+].Br[CH2:4][C:5]([C:7]1[S:11][C:10]([C:12]([O:14][CH3:15])=[O:13])=[CH:9][CH:8]=1)=[O:6].O.[CH3:17][O:18][C:19]1[CH:24]=[CH:23][C:22]([CH2:25][CH:26]([NH:28][CH2:29][C:30]2[CH:35]=[CH:34][CH:33]=[CH:32][CH:31]=2)[CH3:27])=[CH:21][CH:20]=1>CO>[OH:6][CH:5]([C:7]1[S:11][C:10]([C:12]([O:14][CH3:15])=[O:13])=[CH:9][CH:8]=1)[CH2:4][N:28]([CH:26]([CH3:27])[CH2:25][C:22]1[CH:23]=[CH:24][C:19]([O:18][CH3:17])=[CH:20][CH:21]=1)[CH2:29][C:30]1[CH:35]=[CH:34][CH:33]=[CH:32][CH:31]=1 |f:0.1|. Procedure details: Sodium borohydride (3.14 g) was added to an ice-cold suspension of methyl 5-(bromoacetyl)thiophene-2-carboxylate (4.14 g) in methanol (250 ml). After 15 min the reaction mixture was poured into iced water (1000 ml) and extracted with ethyl acetate (5×200 ml). The dried (MgSO4) organic phase was evaporated to give a yellow oil, which was heted with [2-(4-methoxyphenyl)-1-methylethyl](phenylmethyl)amine (5.18 g) at 100° for 16 h. The cooled reaction mixture was partitioned between water (400 ml) a... Starting materials: BrCCBr (1,2-dibromoethane), O1C(=CC=C1)P(C=1OC=CC1)C=1OC=CC1 (tri-(2-furyl)phosphine), C(C)(=O)C1=C(C(=C(C#N)C(=C1)C)I)OC (4-acetyl-2-iodo-3-methoxy-6-methylbenzonitrile), Cl[Si](C)(C)C (Chlorotrimethylsilane), IC1CN(C1)C(=O)OC(C)(C)C (tert-butyl 3-iodoazetidine-1-carboxylate), zinc-iodo. Reagents/catalysts: [Zn] (Zinc), C=1C=CC(=CC1)/C=C/C(=O)/C=C/C2=CC=CC=C2.C=1C=CC(=CC1)/C=C/C(=O)/C=C/C2=CC=CC=C2.C=1C=CC(=CC1)/C=C/C(=O)/C=C/C2=CC=CC=C2.[Pd].[Pd] (tris(dibenzylideneacetone)dipalladium(0)). Solvent: CN(C(C)=O)C (N,N-dimethylacetamide), CN(C(C)=O)C (N,N-dimethylacetamide), CN(C(C)=O)C (N,N-dimethylacetamide). Conditions: temperature 70 celsius, time 2 hour. The product is C(C)(=O)C=1C(=C(C(=C(C1)C)C#N)C1CN(C1)C(=O)OC(C)(C)C)OC (tert-butyl 3-(3-acetyl-6-cyano-2-methoxy-5-methylphenyl)azetidine-1-carboxylate). As a reaction SMILES: BrCCBr.Cl[Si](C)(C)C.I[CH:11]1[CH2:14][N:13]([C:15]([O:17][C:18]([CH3:21])([CH3:20])[CH3:19])=[O:16])[CH2:12]1.O1C=CC=C1P(C1OC=CC=1)C1OC=CC=1.[C:38]([C:41]1[CH:48]=[C:47]([CH3:49])[C:44]([C:45]#[N:46])=[C:43](I)[C:42]=1[O:51][CH3:52])(=[O:40])[CH3:39]>CN(C)C(=O)C.[Zn].C1C=CC(/C=C/C(/C=C/C2C=CC=CC=2)=O)=CC=1.C1C=CC(/C=C/C(/C=C/C2C=CC=CC=2)=O)=CC=1.C1C=CC(/C=C/C(/C=C/C2C=CC=CC=2)=O)=CC=1.[Pd].[Pd]>[C:38]([C:41]1[C:42]([O:51][CH3:52])=[C:43]([CH:11]2[CH2:14][N:13]([C:15]([O:17][C:18]([CH3:21])([CH3:20])[CH3:19])=[O:16])[CH2:12]2)[C:44]([C:45]#[N:46])=[C:47]([CH3:49])[CH:48]=1)(=[O:40])[CH3:39] |f:7.8.9.10.11|. Procedure: Zinc (1.70 g, 26.0 mmol) and celite (oven dried, 500 mg) were ground together in a flask until the solids appeared homogenous, the flask was heated with a heat gun while under high-vac for 5 minutes and then back-filled with nitrogen. The solids were suspended in N,N-dimethylacetamide (4.2 mL) and 1,2-dibromoethane (0.13 mL, 1.5 mmol) was added. The reaction mixture was heated at 70° C. for 30 min and then cooled to room temperature. Chlorotrimethylsilane (0.16 mL, 1.3 mmol) was added dropwise a... The reactants are O=C1CCC(=O)N1Br, ClCCl, CC(C)n1cc(C(=O)O)c2ccc(F)cc21, Nc1nccs1, c1ccc(P(c2ccccc2)c2ccccc2)cc1. The product is CC(C)n1cc(C(=O)Nc2nccs2)c2ccc(F)cc21. Reaction SMILES: [Br:20][N:21]1[C:22](=[O:23])[CH2:24][CH2:25][C:26]1=[O:27].[CH2:50]([Cl:51])[Cl:52].[F:28][c:29]1[cH:30][cH:31][c:32]2[c:33]([C:41](=[O:42])[OH:43])[cH:34][n:35]([CH:38]([CH3:39])[CH3:40])[c:36]2[cH:37]1.[NH2:44][c:45]1[s:46][cH:47][cH:48][n:49]1.[c:1]1([P:2]([c:3]2[cH:4][cH:5][cH:6][cH:7][cH:8]2)[c:9]2[cH:10][cH:11][cH:12][cH:13][cH:14]2)[cH:15][cH:16][cH:17][cH:18][cH:19]1>>[F:28][c:29]1[cH:30][cH:31][c:32]2[c:33]([C:41](=[O:43])[NH:44][c:45]3[s:46][cH:47][cH:48][n:49]3)[cH:34][n:35]([CH:38]([CH3:39])[CH3:40])[c:36]2[cH:37]1. The reactants are CCc1nc(S(C)(=O)=O)nc2c1[nH]c(=O)c1c(C)nc(CC)n12, CN1CCCC1=O, NCC(O)CO. The product is CCc1nc(NCC(O)CO)nc2c1[nH]c(=O)c1c(C)nc(CC)n12. RXN SMILES: [CH2:1]([CH3:2])[c:3]1[n:4][c:5]([S:20]([CH3:21])(=[O:22])=[O:23])[n:6][c:7]2[n:8]3[c:9]([c:10](=[O:13])[nH:11][c:12]12)[c:14]([CH3:19])[n:15][c:16]3[CH2:17][CH3:18].[CH3:30][N:31]1[CH2:32][CH2:33][CH2:34][C:35]1=[O:36].[NH2:24][CH2:25][CH:26]([CH2:27][OH:28])[OH:29]>>[CH2:1]([CH3:2])[c:3]1[n:4][c:5]([NH:24][CH2:25][CH:26]([CH2:27][OH:28])[OH:29])[n:6][c:7]2[n:8]3[c:9]([c:10](=[O:13])[nH:11][c:12]12)[c:14]([CH3:19])[n:15][c:16]3[CH2:17][CH3:18]. Reactants: BrCC(=O)C1=C(C=CC=C1)[N+](=O)[O-] (2-bromo-2′-nitroacetophenone), COC1=CC=C(C(=N)N)C=C1 (4-methoxybenzamidine). Solvent: C(C)#N (acetonitrile). Run at temperature 40 celsius. Product: COC1=CC=C(C=C1)C=1NC=C(N1)C1=C(C=CC=C1)[N+](=O)[O-] (2-(4-methoxyphenyl)-4-(2-nitrophenyl)-imidazole). Yield: 78.1%. RXN SMILES: Br[CH2:2][C:3]([C:5]1[CH:10]=[CH:9][CH:8]=[CH:7][C:6]=1[N+:11]([O-:13])=[O:12])=O.[CH3:14][O:15][C:16]1[CH:24]=[CH:23][C:19]([C:20]([NH2:22])=[NH:21])=[CH:18][CH:17]=1>C(#N)C>[CH3:14][O:15][C:16]1[CH:24]=[CH:23][C:19]([C:20]2[NH:22][CH:2]=[C:3]([C:5]3[CH:10]=[CH:9][CH:8]=[CH:7][C:6]=3[N+:11]([O-:13])=[O:12])[N:21]=2)=[CH:18][CH:17]=1. Procedure details: A mixture of 2-bromo-2′-nitroacetophenone (18 g), 4-methoxybenzamidine (20 g), and silica gel (20 g) in acetonitrile (500 ml) is heated at 40° C. for 24 hours. The reaction is evaporated and the residue put on a layer of silica gel and eluted with 50% ethyl acetate/hexane (1500 ml). The solution is evaporated under reduced pressure to approximately 250 ml and extracted with 5% HCl (3×250 ml). The combined aqueous solution is basified with K2CO3 and extracted with ethyl acetate (3×400 ml) to affo...